This data is from the Open Reaction Database (ORD), a public repository of structured organic reaction records. The task is: describe an organic reaction: reactants, conditions, products, and yield Starting materials: ClC1=CC=C(C=C1)C1CCN(CC1)C (4-(4-chlorophenyl)-1-methyl-piperidine), C(C)Br (ethyl bromide), [OH-].[Na+] (sodium hydroxide), [Mg] (magnesium), [Mg] (magnesium). The reagents and catalysts are [Cu]I (copper(I)iodide), CI (methyl iodide). The solvent is CCOCC (ether), CCOCC (ether). Product: C(C)C1=CC=C(C=C1)C1CCN(CC1)C (4-(4-ethylphenyl)-1-methyl-piperidine). Reaction SMILES: [Mg].Cl[C:3]1[CH:8]=[CH:7][C:6]([CH:9]2[CH2:14][CH2:13][N:12]([CH3:15])[CH2:11][CH2:10]2)=[CH:5][CH:4]=1.[CH2:16](Br)[CH3:17].[OH-].[Na+]>CI.CCOCC.[Cu]I>[CH2:16]([C:3]1[CH:8]=[CH:7][C:6]([CH:9]2[CH2:14][CH2:13][N:12]([CH3:15])[CH2:11][CH2:10]2)=[CH:5][CH:4]=1)[CH3:17] |f:3.4|. Procedure details: A few drops of methyl iodide are added, under nitrogen, to a suspension of 0.5 g of magnesium chips covered with a small amount of absolute ether and, after the reaction has subsided, there is added dropwise at 30° to 35° a solution of 4.2 g of 4-(4-chlorophenyl)-1-methyl-piperidine in 20 ml of absolute ether. When the major part of the magnesium has been dissolved, 100 mg of copper(I)iodide is added; the temperature is lowered to -10°, 2.5 g of ethyl bromide is added, and stirring is maintained... Starting materials: Clc1cc(Br)c2nccn2n1, O=C([O-])[O-], C1COCCO1, ClCCl, [Cs+], [Cs+], O=C(C=Cc1ccccc1)C=Cc1ccccc1, O=C(C=Cc1ccccc1)C=Cc1ccccc1, O=C(C=Cc1ccccc1)C=Cc1ccccc1, [Pd], [Pd], CC1(C)c2cccc(P(c3ccccc3)c3ccccc3)c2Oc2c(P(c3ccccc3)c3ccccc3)cccc21, NS(=O)(=O)c1ccccc1. Product: O=S(=O)(Nc1cc(Cl)nn2ccnc12)c1ccccc1. Reaction SMILES: [Br:59][c:60]1[c:61]2[n:62]([n:63][c:64]([Cl:66])[cH:65]1)[cH:67][cH:68][n:69]2.[C:53](=[O:54])([O-:55])[O-:56].[CH2:129]1[O:130][CH2:131][CH2:132][O:133][CH2:134]1.[Cl:70][CH2:71][Cl:72].[Cs+:57].[Cs+:58].[O:111]=[C:112]([CH:113]=[CH:114][c:115]1[cH:116][cH:117][cH:118][cH:119][cH:120]1)[CH:121]=[CH:122][c:123]1[cH:124][cH:125][cH:126][cH:127][cH:128]1.[O:75]=[C:76]([CH:77]=[CH:78][c:79]1[cH:80][cH:81][cH:82][cH:83][cH:84]1)[CH:85]=[CH:86][c:87]1[cH:88][cH:89][cH:90][cH:91][cH:92]1.[O:93]=[C:94]([CH:95]=[CH:96][c:97]1[cH:98][cH:99][cH:100][cH:101][cH:102]1)[CH:103]=[CH:104][c:105]1[cH:106][cH:107][cH:108][cH:109][cH:110]1.[Pd:73].[Pd:74].[c:11]1([P:12]([c:13]2[cH:14][cH:15][cH:16][cH:17][cH:18]2)[c:19]2[c:20]3[c:44]([cH:45][cH:46][cH:47]2)[C:41]([CH3:42])([CH3:43])[c:23]2[c:22]([c:27]([P:28]([c:29]4[cH:30][cH:31][cH:32][cH:33][cH:34]4)[c:35]4[cH:36][cH:37][cH:38][cH:39][cH:40]4)[cH:26][cH:25][cH:24]2)[O:21]3)[cH:48][cH:49][cH:50][cH:51][cH:52]1.[c:1]1([S:7](=[O:8])(=[O:9])[NH2:10])[cH:2][cH:3][cH:4][cH:5][cH:6]1>>[c:1]1([S:7](=[O:8])(=[O:9])[NH:10][c:60]2[c:61]3[n:62]([n:63][c:64]([Cl:66])[cH:65]2)[cH:67][cH:68][n:69]3)[cH:2][cH:3][cH:4][cH:5][cH:6]1. Starting materials: 95, C(C)(=O)N1CCC(CC1)C(=O)Cl (1-acetyl-4-piperidine-carbonyl chloride), 65, FC1=CC(=CC=C1)F (1,3-difluorobenzene), [Cl-].[Al+3].[Cl-].[Cl-] (aluminium chloride), Cl (hydrochloric acid). Run in ClCCl (dichloromethane), ClCCl (dichloromethane). Conditions: time 3 hour. Yields the product C(C)(=O)N1CCC(CC1)C(C1=C(C=C(C=C1)F)F)=O (1-acetyl-4-(2,4-difluorobenzoyl)piperidine), intermediate 1. The yield is 36.0%. Reaction SMILES: [F:1][C:2]1[CH:7]=[CH:6][CH:5]=[C:4]([F:8])[CH:3]=1.[Cl-].[Al+3].[Cl-].[Cl-].[C:13]([N:16]1[CH2:21][CH2:20][CH:19]([C:22](Cl)=[O:23])[CH2:18][CH2:17]1)(=[O:15])[CH3:14].Cl>ClCCl>[C:13]([N:16]1[CH2:17][CH2:18][CH:19]([C:22](=[O:23])[C:5]2[CH:6]=[CH:7][C:2]([F:1])=[CH:3][C:4]=2[F:8])[CH2:20][CH2:21]1)(=[O:15])[CH3:14] |f:1.2.3.4|. Reported procedure: To a stirred mixture of 65 parts of 1,3-difluorobenzene, 130 parts of aluminium chloride and 195 parts of dichloromethane was added dropwise a solution of 95 parts of 1-acetyl-4-piperidine-carbonyl chloride in 65 parts of dichloromethane while cooling. Upon completion, stirring was continued for 3 hours at room temperature. The reaction mixture was poured into a mixture of crushed ice and hydrochloric acid. The product was extracted with dichloromethane. The organic layer was dried, filtered and... Starting materials: CO, Cc1ccccc1C, CCN(CC)Cc1cc(CCO)cc(-n2nc3ccccc3n2)c1O, OCCc1ccc(O)c(-n2nc3ccccc3n2)c1. Product: OCCc1cc(Cc2cc(CCO)cc(-n3nc4ccccc4n3)c2O)c(O)c(-n2nc3ccccc3n2)c1. As a reaction SMILES: [CH3:45][OH:46].[c:47]1([CH3:48])[c:49]([CH3:50])[cH:51][cH:52][cH:53][cH:54]1.[n:1]1[n:2](-[c:10]2[c:11]([OH:25])[c:12]([CH2:19][N:20]([CH2:21][CH3:22])[CH2:23][CH3:24])[cH:13][c:14]([CH2:16][CH2:17][OH:18])[cH:15]2)[n:3][c:4]2[c:5]1[cH:6][cH:7][cH:8][cH:9]2.[n:26]1[n:27](-[c:35]2[c:36]([OH:44])[cH:37][cH:38][c:39]([CH2:41][CH2:42][OH:43])[cH:40]2)[n:28][c:29]2[c:30]1[cH:31][cH:32][cH:33][cH:34]2>>[n:1]1[n:2](-[c:10]2[c:11]([OH:25])[c:12]([CH2:19][c:37]3[c:36]([OH:44])[c:35](-[n:27]4[n:26][c:30]5[c:29]([n:28]4)[cH:34][cH:33][cH:32][cH:31]5)[cH:40][c:39]([CH2:41][CH2:42][OH:43])[cH:38]3)[cH:13][c:14]([CH2:16][CH2:17][OH:18])[cH:15]2)[n:3][c:4]2[c:5]1[cH:6][cH:7][cH:8][cH:9]2. Starting materials: BrC=1C=C2C=CNC2=C(C1)C(=O)O (5-bromo-1H-indole-7-carboxylic acid), C(CCl)Cl (EDC), C=1C=CC2=C(C1)N=NN2O (HOBt), N (NH3). Run in C(Cl)Cl (CH2Cl2). Run at time 16 hour. Yields the product BrC=1C=C2C=CNC2=C(C1)C(=O)N (5-Bromo-1H-indole-7-carboxamide). The yield is 99.6%. As a reaction SMILES: [Br:1][C:2]1[CH:3]=[C:4]2[C:8](=[C:9]([C:11]([OH:13])=O)[CH:10]=1)[NH:7][CH:6]=[CH:5]2.C(Cl)CCl.C1C=CC2N(O)N=[N:24]C=2C=1.N>C(Cl)Cl>[Br:1][C:2]1[CH:3]=[C:4]2[C:8](=[C:9]([C:11]([NH2:24])=[O:13])[CH:10]=1)[NH:7][CH:6]=[CH:5]2. Procedure: To a solution of 5-bromo-1H-indole-7-carboxylic acid (10.0 g, 42 mmol) in CH2Cl2 (100 mL) at room temperature, EDC (9.66 g, 50.4 mmol), HOBt (6.81 g, 50.4 mmol) and NH3 (2.0 M in MeOH, 84 mL, 168 mmol) were added. The reaction mixture was stirred at room temperature for 16 hours. The solvent was evaporated and the residue partitioned between ethyl acetate (100 mL) and water (100 mL). The water layer was extracted with ethyl acetate (2×100 mL) and the combined organic phase was dried over MgSO4 a... Reactants: [BH4-], CO, Cc1nn(-c2ccccc2)c(Sc2cc(Cl)cc(Cl)c2)c1C=O, [Na+], O. The product is Cc1nn(-c2ccccc2)c(Sc2cc(Cl)cc(Cl)c2)c1CO. As a reaction SMILES: [BH4-:24].[CH3:27][OH:28].[Cl:1][c:2]1[cH:3][c:4]([S:9][c:10]2[c:11]([CH:22]=[O:23])[c:12]([CH3:21])[n:13][n:14]2-[c:15]2[cH:16][cH:17][cH:18][cH:19][cH:20]2)[cH:5][c:6]([Cl:8])[cH:7]1.[Na+:25].[OH2:26]>>[Cl:1][c:2]1[cH:3][c:4]([S:9][c:10]2[c:11]([CH2:22][OH:23])[c:12]([CH3:21])[n:13][n:14]2-[c:15]2[cH:16][cH:17][cH:18][cH:19][cH:20]2)[cH:5][c:6]([Cl:8])[cH:7]1. Reactants: ClCCl, OCCCc1cc(Cl)ccc1Cl, O=C1CCC(=O)N1Cl, c1ccc(P(c2ccccc2)c2ccccc2)cc1. Product: ClCCCc1cc(Cl)ccc1Cl. As a reaction SMILES: [CH2:40]([Cl:41])[Cl:42].[Cl:1][c:2]1[c:3]([CH2:9][CH2:10][CH2:11][OH:12])[cH:4][c:5]([Cl:8])[cH:6][cH:7]1.[Cl:32][N:33]1[C:34](=[O:35])[CH2:36][CH2:37][C:38]1=[O:39].[c:13]1([P:14]([c:15]2[cH:16][cH:17][cH:18][cH:19][cH:20]2)[c:21]2[cH:22][cH:23][cH:24][cH:25][cH:26]2)[cH:27][cH:28][cH:29][cH:30][cH:31]1>>[Cl:1][c:2]1[c:3]([CH2:9][CH2:10][CH2:11][Cl:32])[cH:4][c:5]([Cl:8])[cH:6][cH:7]1. Starting materials: CCc1cc(C(N)=O)cc(C)c1CCC(=O)OC(C)(C)C, ClCCl, O=C(OC(=O)C(F)(F)F)C(F)(F)F. Product: CCc1cc(C#N)cc(C)c1CCC(=O)OC(C)(C)C. As a reaction SMILES: [C:1]([CH3:2])([CH3:3])([CH3:4])[O:5][C:6]([CH2:7][CH2:8][c:9]1[c:10]([CH2:19][CH3:20])[cH:11][c:12]([C:16]([NH2:17])=[O:18])[cH:13][c:14]1[CH3:15])=[O:21].[Cl:35][CH2:36][Cl:37].[F:22][C:23]([F:24])([F:25])[C:26]([O:27][C:28](=[O:29])[C:30]([F:31])([F:32])[F:33])=[O:34]>>[C:1]([CH3:2])([CH3:3])([CH3:4])[O:5][C:6]([CH2:7][CH2:8][c:9]1[c:10]([CH2:19][CH3:20])[cH:11][c:12]([C:16]#[N:17])[cH:13][c:14]1[CH3:15])=[O:21].